This data is from the Open Reaction Database (ORD), a public repository of structured organic reaction records. The task is: describe an organic reaction: reactants, conditions, products, and yield Reactants: ClC1=CC(=C(C=C1Cl)C(C)=O)O (1-(4,5-dichloro-2-hydroxyphenyl)ethanone), IN1C(CCC1=O)=O (N-iodosuccinimide), IN1C(CCC1=O)=O (N-iodosuccinimide). Solvent: C(C)(=O)O (acetic acid). Reaction conditions: temperature 90 celsius, time 18 hour. Product: ClC1=C(C(=C(C=C1Cl)C(C)=O)O)I (1-(4,5-Dichloro-2-hydroxy-3-iodophenyl)ethanone). Yield: 46.1%. As a reaction SMILES: [Cl:1][C:2]1[C:7]([Cl:8])=[CH:6][C:5]([C:9](=[O:11])[CH3:10])=[C:4]([OH:12])[CH:3]=1.[I:13]N1C(=O)CCC1=O>C(O)(=O)C>[Cl:1][C:2]1[C:7]([Cl:8])=[CH:6][C:5]([C:9](=[O:11])[CH3:10])=[C:4]([OH:12])[C:3]=1[I:13]. Reported procedure: A solution of 1-(4,5-dichloro-2-hydroxyphenyl)ethanone (12 g, 59 mmol) in acetic acid (70 mL) was treated with N-iodosuccinimide (16 g, 71 mmol) and stirred at 90° C. for 18 hours. The reaction mixture was treated with additional N-iodosuccinimide (8 g, 36 mmol) and stirred at 90° C. for 4 hours. The reaction mixture was concentrated, diluted with EtOAc, and quenched with saturated sodium bicarbonate until the bubbling stopped. The organic layer was separated and the aqueous phase was re-extract...